Task: describe an organic reaction: reactants, conditions, products, and yield. Dataset: the Open Reaction Database (ORD), a public repository of structured organic reaction records The reactants are CC1=CC2=C(S1)C(CC2)C(=O)O (2-methyl-5,6-dihydro-4H-cyclopenta[b]thiophene-6-carboxylic acid), S(O)(O)(=O)=O (sulfuric acid), C(C)O (ethanol). Yields the product C(C)OC(=O)C1CCC2=C1SC(=C2)C (ethyl-2-methyl-5,6-dihydro-4H-cyclopenta[b]thiophene-6-carboxylate). Isolated yield 81.0%. Reaction SMILES: [CH3:1][C:2]1[S:6][C:5]2[CH:7]([C:10]([OH:12])=[O:11])[CH2:8][CH2:9][C:4]=2[CH:3]=1.S(=O)(=O)(O)O.[CH2:18](O)[CH3:19]>>[CH2:18]([O:11][C:10]([CH:7]1[C:5]2[S:6][C:2]([CH3:1])=[CH:3][C:4]=2[CH2:9][CH2:8]1)=[O:12])[CH3:19]. Procedure: A solution of 19.3 g of 2-methyl-5,6-dihydro-4H-cyclopenta[b]thiophene-6-carboxylic acid and 10 cc of sulfuric acid in 500 cc of ethanol was refluxed for 8 hours then concentrated under reduced pressure to a volume of 100 cc. The residue was diluted with ethyl acetate and stirred with an aqueous solution of sodium bicarbonate. The organic phase was separated, washed with water and dried over sodium sulfate. After evaporation of the solvent under reduced pressure the residue was distilled. 18.2 g... The reactants are CN1C(=S)N(C(=O)CC1=O)C (1,3-dimethyl-2-thiobarbituric acid), N1=CC=CC=C1 (pyridine), ClC(=O)OCC (ethyl chloroformate). Reagents/catalysts: CN(C1=CC=NC=C1)C (4-dimethylaminopyridine). Run in ClCCl (dichloromethane), ClCCl (dichloromethane). Reaction conditions: temperature 0 celsius, time 12 hour. Yields the product CN1C(=S)N(C(=O)C(C1=O)C(=O)OCC)C (1,3-Dimethyl-5-ethoxycarbonyl-2-thiobarbituric acid). Reaction SMILES: [CH3:1][N:2]1[C:9](=[O:10])[CH2:8][C:6](=[O:7])[N:5]([CH3:11])[C:3]1=[S:4].N1C=CC=CC=1.Cl[C:19]([O:21][CH2:22][CH3:23])=[O:20]>CN(C)C1C=CN=CC=1.ClCCl>[CH3:11][N:5]1[C:6](=[O:7])[CH:8]([C:19]([O:21][CH2:22][CH3:23])=[O:20])[C:9](=[O:10])[N:2]([CH3:1])[C:3]1=[S:4]. Reported procedure: 155 g (0.9 mol) of 1,3-dimethyl-2-thiobarbituric acid, 88,3 g (1.12 mol) of pyridine and 9 g of 4-dimethylaminopyridine are dissolved in 660 ml of dichloromethane and the solution is cooled to 0° C. Then 102 g (0.94 mol) of ethyl chloroformate are added dropwise over 1 hour. The mixture is subsequently stirred for 12 hours at 0° C., then allowed to warm to room temperature and worked up after a further 7 hours as follows. 600 ml of dichloromethane are added and the solution is washed with three ... Reactants: C(C1=CC=CC=C1)OC=1C=CC(=NC1C1=CC=2C(=CN=CC2F)N1)C=1C(=CC2=C(C(=C(O2)C2=CC=C(C=C2)F)C(=O)NC)C1)N(S(=O)(=O)C)C (5-(5-(benzyloxy)-6-(4-fluoro-1H-pyrrolo[2,3-c]pyridin-2-yl)pyridin-2-yl)-2-(4-fluorophenyl)-N-methyl-6-(N-methylmethylsulfonamido)benzofuran-3-carboxamide). The reagents and catalysts are [Pd] (palladium on carbon). Solvent: C1CCOC1 (THF). Yields the product FC1=C2C(=CN=C1)NC(=C2)C2=C(C=CC(=N2)C=2C(=CC1=C(C(=C(O1)C1=CC=C(C=C1)F)C(=O)NC)C2)N(S(=O)(=O)C)C)O (5-(6-(4-fluoro-1H-pyrrolo[2,3-c]pyridin-2-yl)-5-hydroxypyridin-2-yl)-2-(4-fluorophenyl)-N-methyl-6-(N-methylmethylsulfonamido)benzofuran-3-carboxamide). Yield: 90.4%. Reaction SMILES: C([O:8][C:9]1[CH:10]=[CH:11][C:12]([C:25]2[C:26]([N:45]([CH3:50])[S:46]([CH3:49])(=[O:48])=[O:47])=[CH:27][C:28]3[O:32][C:31]([C:33]4[CH:38]=[CH:37][C:36]([F:39])=[CH:35][CH:34]=4)=[C:30]([C:40]([NH:42][CH3:43])=[O:41])[C:29]=3[CH:44]=2)=[N:13][C:14]=1[C:15]1[NH:24][C:18]2=[CH:19][N:20]=[CH:21][C:22]([F:23])=[C:17]2[CH:16]=1)C1C=CC=CC=1>C1COCC1.[Pd]>[F:23][C:22]1[CH:21]=[N:20][CH:19]=[C:18]2[NH:24][C:15]([C:14]3[N:13]=[C:12]([C:25]4[C:26]([N:45]([CH3:50])[S:46]([CH3:49])(=[O:47])=[O:48])=[CH:27][C:28]5[O:32][C:31]([C:33]6[CH:38]=[CH:37][C:36]([F:39])=[CH:35][CH:34]=6)=[C:30]([C:40]([NH:42][CH3:43])=[O:41])[C:29]=5[CH:44]=4)[CH:11]=[CH:10][C:9]=3[OH:8])=[CH:16][C:17]=12. Procedure: To a degassed solution of 5-(5-(benzyloxy)-6-(4-fluoro-1H-pyrrolo[2,3-c]pyridin-2-yl)pyridin-2-yl)-2-(4-fluorophenyl)-N-methyl-6-(N-methylmethylsulfonamido)benzofuran-3-carboxamide (150 mg, 0.22 mmol) was dissolved in THF (5 mL) and charged with 10% palladium on carbon (0.1 g). The mixture was hydrogenated at room temperature under hydrogen pressure for 4 hours. The reaction mixture was filtered and the filtrate was extract with EtOAc and washed with H2O, brine, dried over Na2SO4. After concentr...